This data is from the Open Reaction Database (ORD), a public repository of structured organic reaction records. The task is: describe an organic reaction: reactants, conditions, products, and yield Reactants: [H-].[H-].[H-].[H-].[Li+].[Al+3] (LiAlH4), NC1=C(C=C(OC2=CC(=NC=C2)C(=O)OC(C)(C)C)C=C1)F (tert-butyl 4-(4-amino-3-fluorophenoxy)picolinate). Run in C1CCOC1 (THF). Conditions: temperature 0 celsius, time 2 hour. Product: NC1=C(C=C(OC2=CC(=NC=C2)CO)C=C1)F ((4-(4-amino-3-fluorophenoxy)pyridin-2-yl)methanol). Yield: 65.0%. Reaction SMILES: [H-].[H-].[H-].[H-].[Li+].[Al+3].[NH2:7][C:8]1[CH:27]=[CH:26][C:11]([O:12][C:13]2[CH:18]=[CH:17][N:16]=[C:15]([C:19](OC(C)(C)C)=[O:20])[CH:14]=2)=[CH:10][C:9]=1[F:28]>C1COCC1>[NH2:7][C:8]1[CH:27]=[CH:26][C:11]([O:12][C:13]2[CH:18]=[CH:17][N:16]=[C:15]([CH2:19][OH:20])[CH:14]=2)=[CH:10][C:9]=1[F:28] |f:0.1.2.3.4.5|. Reported procedure: To a solution of LiAlH4 (699 mg, 18.4 mmol) in THF (15 mL) was added tert-butyl 4-(4-amino-3-fluorophenoxy)picolinate (1.4 g, 4.6 mmol) at 0° C. under N2. The mixture was stirred at 0° C. for 2 h. The reaction mixture was quenched with 10% aq NaOH solution (4 mL), the resultant suspension was filtered and the filtrate was extracted with EtOAc (3×30 mL) to give (4-(4-amino-3-fluorophenoxy)pyridin-2-yl)methanol (700 mg, 70% yield). MS (ESI) m/z: 235.1 (M+H+). The reactants are C1CCOC1, CI, COC(=O)c1n[nH]c2ncc(Br)cc12, [H-], [Na+]. Yields the product COC(=O)c1nn(C)c2ncc(Br)cc12. As a reaction SMILES: [CH2:19]1[O:20][CH2:21][CH2:22][CH2:23]1.[CH3:17][I:18].[CH3:3][O:4][C:5](=[O:6])[c:7]1[n:8][nH:9][c:10]2[n:11][cH:12][c:13]([Br:16])[cH:14][c:15]12.[H-:1].[Na+:2]>>[CH3:3][O:4][C:5](=[O:6])[c:7]1[n:8][n:9]([CH3:17])[c:10]2[n:11][cH:12][c:13]([Br:16])[cH:14][c:15]12.